From a dataset of the Open Reaction Database (ORD), a public repository of structured organic reaction records. describe an organic reaction: reactants, conditions, products, and yield Procedure details: A procedure similar to that described in Example 12 was repeated, except that 3.00 g of 5-{4-(6-bromo-3-methylimidazo[5,4-b]pyridin-2-ylmethoxy)benzyl}-3-tri-phenylmethylthiazolidine-2,4-dione (prepared as described in Preparation 60) and 40 ml of a 3:1 by volume mixture of acetic acid and water were used, to give the title compound as a crude product. This crude product was crystallized by trituration with ethyl acetate, to give 1.75 g of the title compound, melting at 204°-205° C. RXN SMILES: [Br:1][C:2]1[CH:3]=[C:4]2[N:10]=[C:9]([CH2:11][O:12][C:13]3[CH:45]=[CH:44][C:16]([CH2:17][CH:18]4[S:22][C:21](=[O:23])[N:20](C(C5C=CC=CC=5)(C5C=CC=CC=5)C5C=CC=CC=5)[C:19]4=[O:43])=[CH:15][CH:14]=3)[N:8]([CH3:46])[C:5]2=[N:6][CH:7]=1.C(O)(=O)C>O>[Br:1][C:2]1[CH:3]=[C:4]2[N:10]=[C:9]([CH2:11][O:12][C:13]3[CH:45]=[CH:44][C:16]([CH2:17][CH:18]4[S:22][C:21](=[O:23])[NH:20][C:19]4=[O:43])=[CH:15][CH:14]=3)[N:8]([CH3:46])[C:5]2=[N:6][CH:7]=1. Run in O (water). Reactants: BrC=1C=C2C(=NC1)N(C(=N2)COC2=CC=C(CC1C(N(C(S1)=O)C(C1=CC=CC=C1)(C1=CC=CC=C1)C1=CC=CC=C1)=O)C=C2)C (5-{4-(6-bromo-3-methylimidazo[5,4-b]pyridin-2-ylmethoxy)benzyl}-3-tri-phenylmethylthiazolidine-2,4-dione), C(C)(=O)O (acetic acid). The product is BrC=1C=C2C(=NC1)N(C(=N2)COC2=CC=C(CC1C(NC(S1)=O)=O)C=C2)C (5-{4-(6-Bromo-3-methylimidazo[5,4-b]pyridin-2-yl-methoxy)benzyl}thiazolidine-2,4-dione). The reactants are Clc1ccc(I)cc1CBr, O=C1NC(=O)c2ccccc21, [K], CN(C)C=O. The product is O=C1c2ccccc2C(=O)N1Cc1cc(I)ccc1Cl. RXN SMILES: [Br:1][CH2:2][c:3]1[c:4]([Cl:10])[cH:5][cH:6][c:7]([I:9])[cH:8]1.[C:11]1(=[O:21])[c:12]2[c:13]([cH:17][cH:18][cH:19][cH:20]2)[C:14](=[O:16])[NH:15]1.[K:22].[O:23]=[CH:24][N:25]([CH3:26])[CH3:27]>>[CH2:2]([c:3]1[c:4]([Cl:10])[cH:5][cH:6][c:7]([I:9])[cH:8]1)[N:15]1[C:11](=[O:21])[c:12]2[c:13]([cH:17][cH:18][cH:19][cH:20]2)[C:14]1=[O:16]. Starting materials: OC[C@@H]1C=CC(=O)O1 ((S)-5-hydroxy-2-penten-4-olide), C(C)(C)(C)[Si](C1=CC=CC=C1)(C1=CC=CC=C1)Cl (tert-butylchlorodiphenylsilane), N1C=NC=C1 (imidazole), CC1(OC[C@@H](O1)[C@H]([C@@H]([C@H]2COC(O2)(C)C)O)O)C (1,2:5,6-di-O-isopropylidene-D-mannitol). Solvent: CN(C)C=O (DMF). Conditions: time 1 hour. Product: [Si](C1=CC=CC=C1)(C1=CC=CC=C1)(C(C)(C)C)OC[C@@H]1C=CC(=O)O1 (5-O-(tert-Butyldiphenylsilyl)-2,3-dideoxy-D-glycero-pent-2-enono-1,4-lactone). Isolated yield 91.0%. As a reaction SMILES: [OH:1][CH2:2][C@H:3]1[O:8][C:6](=[O:7])[CH:5]=[CH:4]1.CC1(C)O[C@@H]([C@@H](O)[C@H](O)[C@@H]2OC(C)(C)OC2)CO1.N1C=CN=C1.[C:32]([Si:36](Cl)([C:43]1[CH:48]=[CH:47][CH:46]=[CH:45][CH:44]=1)[C:37]1[CH:42]=[CH:41][CH:40]=[CH:39][CH:38]=1)([CH3:35])([CH3:34])[CH3:33]>CN(C=O)C>[Si:36]([O:1][CH2:2][C@H:3]1[O:8][C:6](=[O:7])[CH:5]=[CH:4]1)([C:32]([CH3:35])([CH3:34])[CH3:33])([C:43]1[CH:44]=[CH:45][CH:46]=[CH:47][CH:48]=1)[C:37]1[CH:42]=[CH:41][CH:40]=[CH:39][CH:38]=1. Reported procedure: To a solution of (S)-5-hydroxy-2-penten-4-olide [3.2 g, 28.07 mmol; prepared from 1,2:5,6-di-O-isopropylidene-D-mannitol (Aldrich) in a 3-step sequence described by Hafele and Jager in Liebigs Ann. Chem. 1987, 85-87], in dry DMF (50 ml), at 0° C., was added imidazole (2.95 g, 42.1 mmol), followed by tert-butylchlorodiphenylsilane (7.95 ml, 30.9 mmol). The cooling bath was removed and the reaction mixture was stirred at room temperature for a period of 1 h. Then, the solvent was evaporated and th... Reactants: CN([C@H]1CN(CC1)C1=CC(=C(C=C1[N+](=O)[O-])NC1=NC=C(C(=N1)C1=CN(C2=CC=CC=C12)C)C)OC)C (N-{4-[(3R)-3-dimethylaminopyrrolidin-1-yl]-2-methoxy-5-nitrophenyl}-5-methyl-4-(1-methylindol-3-yl)pyrimidin-2-amine), CN([C@H]1CN(CC1)C1=CC(=C(C=C1[N+](=O)[O-])NC1=NC=C(C(=N1)C1=CN(C2=CC=CC=C12)C)C)OC)C (N-{4-[(3R)-3-dimethylaminopyrrolidin-1-yl]-2-methoxy-5-nitrophenyl}-5-methyl-4-(1-methylindol-3-yl)pyrimidin-2-amine), [NH4+].[Cl-] (NH4Cl), C(Cl)Cl (CH2Cl2), CO (CH3OH). The reagents and catalysts are [Fe] (iron). The solvent is C(C)O (ethanol), O (water). Conditions: time 0.25 hour. Product: CN([C@H]1CN(CC1)C1=C(C=C(C(=C1)OC)NC1=NC=C(C(=N1)C1=CN(C2=CC=CC=C12)C)C)N)C (4-[(3R)-3-Dimethylaminopyrrolidin-1-yl]-6-methoxy-N-[5-methyl-4-(1-methylindol-3-yl)pyrimidin-2-yl]benzene-1,3-diamine). Yield: 83.8%. As a reaction SMILES: [CH3:1][N:2]([CH3:37])[C@@H:3]1[CH2:7][CH2:6][N:5]([C:8]2[C:13]([N+:14]([O-])=O)=[CH:12][C:11]([NH:17][C:18]3[N:23]=[C:22]([C:24]4[C:32]5[C:27](=[CH:28][CH:29]=[CH:30][CH:31]=5)[N:26]([CH3:33])[CH:25]=4)[C:21]([CH3:34])=[CH:20][N:19]=3)=[C:10]([O:35][CH3:36])[CH:9]=2)[CH2:4]1.[NH4+].[Cl-].C(Cl)Cl.CO>C(O)C.O.[Fe]>[CH3:37][N:2]([CH3:1])[C@@H:3]1[CH2:7][CH2:6][N:5]([C:8]2[CH:9]=[C:10]([O:35][CH3:36])[C:11]([NH:17][C:18]3[N:23]=[C:22]([C:24]4[C:32]5[C:27](=[CH:28][CH:29]=[CH:30][CH:31]=5)[N:26]([CH3:33])[CH:25]=4)[C:21]([CH3:34])=[CH:20][N:19]=3)=[CH:12][C:13]=2[NH2:14])[CH2:4]1 |f:1.2|. Procedure: A mixture of N-{4-[(3R)-3-dimethylaminopyrrolidin-1-yl]-2-methoxy-5-nitrophenyl}-5-methyl-4-(1-methylindol-3-yl)pyrimidin-2-amine (Intermediate 84, 325 mg, 0.65 mmol), iron (217 mg, 3.89 mmol) and NH4Cl (24.26 mg, 0.45 mmol) in ethanol (16 mL) and water (5.33 mL) was heated at reflux for 3 h. The mixture was then cooled and concentrated in vacuo to give a thick slurry. CH2Cl2 (100 mL) and CH3OH (10 mL) were then added and the mixture was stirred for 0.25 h and then filtered. The filter cake was ... The product is OCc1cc(Br)cc(Oc2ccc(C(F)(F)F)cn2)c1. The reactants are OCc1cc(O)cc(Br)c1, O=C([O-])[O-], FC(F)(F)c1ccc(Cl)nc1, [K+], [K+], CN(C)C=O, O. RXN SMILES: [Br:1][c:2]1[cH:3][c:4]([OH:10])[cH:5][c:6]([CH2:8][OH:9])[cH:7]1.[C:11](=[O:12])([O-:13])[O-:14].[Cl:17][c:18]1[n:19][cH:20][c:21]([C:24]([F:25])([F:26])[F:27])[cH:22][cH:23]1.[K+:15].[K+:16].[O:29]=[CH:30][N:31]([CH3:32])[CH3:33].[OH2:28]>>[Br:1][c:2]1[cH:3][c:4]([O:10][c:18]2[n:19][cH:20][c:21]([C:24]([F:25])([F:26])[F:27])[cH:22][cH:23]2)[cH:5][c:6]([CH2:8][OH:9])[cH:7]1. Reactants: C(C1=CC=CC=C1)OC(N(C)CCN1C(=NC(=C1)C1=CC(=C(C=C1)F)C(F)(F)F)C1CCN(CC1)C=1C2=C(N=CN1)NC(C2)=O)=O ((2-{4-(4-fluoro-3-trifluoromethyl-phenyl)-2-[1-(6-oxo-6,7-dihydro-5H-pyrrolo[2,3-d]pyrimidin-4-yl)-piperidin-4-yl]-imidazol-1-yl}-ethyl)-methyl-carbamic acid benzyl ester), Cl (HCl). Run at temperature 50 celsius. Yields the product Cl.Cl.Cl.FC1=C(C=C(C=C1)C=1N=C(N(C1)CCNC)C1CCN(CC1)C=1C2=C(N=CN1)NC(C2)=O)C(F)(F)F (4-{4-[4-(4-Fluoro-3-trifluoromethyl-phenyl)-1-(2-methylamino-ethyl)-1H-imidazol-2-yl]-piperidin-1-yl}-5,7-dihydro-pyrrolo[2,3-d]pyrimidin-6-one tris hydrochloride). RXN SMILES: C(O[C:9](=O)[N:10]([CH2:12][CH2:13][N:14]1[CH:18]=[C:17]([C:19]2[CH:24]=[CH:23][C:22]([F:25])=[C:21]([C:26]([F:29])([F:28])[F:27])[CH:20]=2)[N:16]=[C:15]1[CH:30]1[CH2:35][CH2:34][N:33]([C:36]2[C:37]3[CH2:44][C:43](=[O:45])[NH:42][C:38]=3[N:39]=[CH:40][N:41]=2)[CH2:32][CH2:31]1)C)C1C=CC=CC=1.[ClH:47]>>[ClH:47].[ClH:47].[ClH:47].[F:25][C:22]1[CH:23]=[CH:24][C:19]([C:17]2[N:16]=[C:15]([CH:30]3[CH2:31][CH2:32][N:33]([C:36]4[C:37]5[CH2:44][C:43](=[O:45])[NH:42][C:38]=5[N:39]=[CH:40][N:41]=4)[CH2:34][CH2:35]3)[N:14]([CH2:13][CH2:12][NH:10][CH3:9])[CH:18]=2)=[CH:20][C:21]=1[C:26]([F:27])([F:28])[F:29] |f:2.3.4.5|. Procedure: Dissolve (2-{4-(4-fluoro-3-trifluoromethyl-phenyl)-2-[1-(6-oxo-6,7-dihydro-5H-pyrrolo[2,3-d]pyrimidin-4-yl)-piperidin-4-yl]-imidazol-1-yl}-ethyl)-methyl-carbamic acid benzyl ester (213 μmol; 136 mg) in conc. HCl (8 mL) and heat to 50° C. for 60 min. Cool to RT, extract 2 times with ether, evaporate the organic layer, co-evaporate the residue 2 times with MeOH, co-evaporate the residue 2 times with DCM/MeOH to provide 129.6 mg (0.21 mmol; 99%) of the title compound. MS (ES+): m/z=504 (M+H). Reactants: COC=1C=CC(=C2CC(NC12)=O)C1CNCCC1 (1,3-dihydro-7-methoxy-4-(3-piperidinyl)-2H-indol-2-one), C([O-])([O-])=O.[K+].[K+] (potassium carbonate), C(CC)I (propyl iodide), O (water). The solvent is CN(C=O)C (dimethylformamide). Conditions: time 90 minute. The product is COC=1C=CC(=C2CC(NC12)=O)C1CN(CCC1)CCC (1,3-dihydro-7-methoxy-4-(1-propyl-3-piperidinyl)-2H-indol-2-one). As a reaction SMILES: [CH3:1][O:2][C:3]1[CH:4]=[CH:5][C:6]([CH:13]2[CH2:18][CH2:17][CH2:16][NH:15][CH2:14]2)=[C:7]2[C:11]=1[NH:10][C:9](=[O:12])[CH2:8]2.C(=O)([O-])[O-].[K+].[K+].[CH2:25](I)[CH2:26][CH3:27].O>CN(C)C=O>[CH3:1][O:2][C:3]1[CH:4]=[CH:5][C:6]([CH:13]2[CH2:18][CH2:17][CH2:16][N:15]([CH2:25][CH2:26][CH3:27])[CH2:14]2)=[C:7]2[C:11]=1[NH:10][C:9](=[O:12])[CH2:8]2 |f:1.2.3|. Reported procedure: A mixture of 2 g of the product of Example 1 in 40 ml of dimethylformamide, 3.39 g of potassium carbonate and 1.6 ml of propyl iodide was stirred under inert atmosphere for 90 minutes. After adding water, extracting with methylene chloride, washing with water, drying, evaporating to dryness under reduced pressure and purifying the residue by chromatography over silica (eluent: methylene chloride--methanol 9-1), 1.6 g of 1,3-dihydro-7-methoxy-4-(1-propyl-3-piperidinyl)-2H-indol-2-one melting at ≈... Reagents/catalysts: [Br-].C(CCC)[N+](CCCC)(CCCC)CCCC (tetrabutylammonium bromide). Reactants: CC=1C(N=C=O)=CC(N=C=O)=CC1 (toluene diisocyanate), C1=CC=C(C(=C1)CC2=CC=CC=C2O)O (bisphenol F), epoxy resin. Procedure details: Zero point zero five part by mass of tetrabutylammonium bromide was added to 100 parts by mass of a bisphenol F type epoxy resin (Epiclon 830), and with stirring the mixture was heated to 175° C. Then, 20 parts by mass of toluene diisocyanate were supplied, taking 3 hours, and the mixture was further stirred at 175° C. for 4 hours, to obtain an isocyanate modification product of the bisphenol F type epoxy resin. The product is [N-]=C=O (isocyanate), C1=CC=C(C(=C1)CC2=CC=CC=C2O)O (bisphenol F), epoxy resin. Conditions: temperature 175 celsius, time 3 hour. As a reaction SMILES: [CH:1]1[CH:6]=[C:5]([CH2:7][C:8]2[C:13]([OH:14])=[CH:12][CH:11]=[CH:10][CH:9]=2)[C:4]([OH:15])=[CH:3][CH:2]=1.CC1C(=CC(=CC=1)N=C=O)[N:19]=[C:20]=[O:21]>[Br-].C([N+](CCCC)(CCCC)CCCC)CCC>[N-:19]=[C:20]=[O:21].[CH:10]1[CH:9]=[C:8]([CH2:7][C:5]2[C:4]([OH:15])=[CH:3][CH:2]=[CH:1][CH:6]=2)[C:13]([OH:14])=[CH:12][CH:11]=1 |f:2.3|.